Dataset: the Open Reaction Database (ORD), a public repository of structured organic reaction records. Task: describe an organic reaction: reactants, conditions, products, and yield Reactants: O (water), BrCCCC (1-bromobutane), FC1=C(C=CC=2C3=CC=CC(=C3CC12)F)O (1,8-difluorofluoren-2-ol), C([O-])([O-])=O.[K+].[K+] (potassium carbonate). Run in CC(CC)=O (2-butanone). Yields the product C(CCC)OC1=C(C=2CC3=C(C=CC=C3C2C=C1)F)F (2-Butoxy-1,8-difluorofluorene). RXN SMILES: Br[CH2:2][CH2:3][CH2:4][CH3:5].[F:6][C:7]1[C:19]2[CH2:18][C:17]3[C:12](=[CH:13][CH:14]=[CH:15][C:16]=3[F:20])[C:11]=2[CH:10]=[CH:9][C:8]=1[OH:21].C(=O)([O-])[O-].[K+].[K+].O>CC(=O)CC>[CH2:2]([O:21][C:8]1[CH:9]=[CH:10][C:11]2[C:12]3[C:17](=[C:16]([F:20])[CH:15]=[CH:14][CH:13]=3)[CH2:18][C:19]=2[C:7]=1[F:6])[CH2:3][CH2:4][CH3:5] |f:2.3.4|. Reported procedure: 56 mmol of 1-bromobutane are added to a mixture of 36 mmol of 1,8-difluorofluoren-2-ol and 109 mmol of anhydrous potassium carbonate in 250 ml of 2-butanone (methyl ethyl ketone) and the mixture is subsequently heated to reflux for 8 h. The still hot solution is then mixed with 50 ml of water. The phases are separated, the organic phase is washed with water and saturated sodium chloride solution and dried over sodium sulfate, and the solvent is removed on a rotary evaporator. The purification is... The solvent is ClCCl (dichloromethane), ClCCl (dichloromethane), C(O)([O-])=O.[Na+] (sodium hydrogen carbonate). Reaction conditions: time 30 minute. Procedure: To a solution of boron trifluoride diethyl ether complex (200 μL, 1.58 mmol) and trimethylsilyl cyanide (280 μL, 2.10 mmol) in dichloromethane (5 mL) was added a solution of furo[3,2-c]pyrazolo[1,5-a]pyridin-1-ylmethanol (100 mg, 0.531 mmol) in dichloromethane (5 mL) under ice-cooling and an argon atmosphere, and the mixture was stirred for 30 min. The reaction solution was diluted with saturated aqueous sodium hydrogen carbonate solution, and the mixture was extracted with ethyl acetate. The ex... Yields the product C=1(C=NN2C1C1=C(C=C2)OC=C1)CC#N (furo[3,2-c]pyrazolo[1,5-a]pyridin-1-ylacetonitrile). Yield: 54.5%. RXN SMILES: C[Si]([C:5]#[N:6])(C)C.[C:7]1([CH2:19]O)[CH:8]=[N:9][N:10]2[CH:15]=[CH:14][C:13]3[O:16][CH:17]=[CH:18][C:12]=3[C:11]=12>ClCCl.C(=O)([O-])O.[Na+]>[C:7]1([CH2:19][C:5]#[N:6])[CH:8]=[N:9][N:10]2[CH:15]=[CH:14][C:13]3[O:16][CH:17]=[CH:18][C:12]=3[C:11]=12 |f:3.4|. The reactants are C[Si](C)(C)C#N (trimethylsilyl cyanide), C=1(C=NN2C1C1=C(C=C2)OC=C1)CO (furo[3,2-c]pyrazolo[1,5-a]pyridin-1-ylmethanol). Reactants: CC1(OC12CC=C(CC2)C)C (2,2,6-trimethyl-1-oxaspiro(2.5)oct-5-ene), [H-].[Na+] (sodium hydride), C1(=CC=CC=C1)S (thiophenol). The solvent is C(CCCC)O (n-pentanol). The product is CC1=CCC(CC1)(O)C(C)(SC1=CC=CC=C1)C (4-Methyl-1-(1-methyl-1-(phenylthio)ethyl)-3-cyclohexen-1-ol). Yield: 52.7%. As a reaction SMILES: [CH3:1][C:2]1([CH3:11])[C:4]2([CH2:9][CH2:8][C:7]([CH3:10])=[CH:6][CH2:5]2)[O:3]1.[H-].[Na+].[C:14]1([SH:20])[CH:19]=[CH:18][CH:17]=[CH:16][CH:15]=1>C(O)CCCC>[CH3:10][C:7]1[CH2:8][CH2:9][C:4]([C:2]([CH3:11])([S:20][C:14]2[CH:19]=[CH:18][CH:17]=[CH:16][CH:15]=2)[CH3:1])([OH:3])[CH2:5][CH:6]=1 |f:1.2|. Procedure: To a stirred solution of 76 g of 2,2,6-trimethyl-1-oxaspiro(2.5)oct-5-ene in 300 ml of n-pentanol were added 2.0 g of 60% sodium hydride and 60 g of thiophenol. After 18 hours reflux, the mixture was vacuum concentrated at 90°-95° C. The residue was dissolved in methylene chloride and washed twice with 2N sodium hydroxide. The dried solution was Claisen-distilled to give 106 g of crude product, b.p. 120°-125° C. Recrystallization from 250 ml of hexane gave 69.1 g of the desired product, m.p. 73°...